Dataset: the Open Reaction Database (ORD), a public repository of structured organic reaction records. Task: describe an organic reaction: reactants, conditions, products, and yield Reaction SMILES: [CH2:1]([C:4]1[CH:9]=[CH:8][C:7](OB(O)O)=[CH:6][CH:5]=1)[CH2:2][CH3:3].Br[C:15]1[CH:20]=[C:19]([F:21])[CH:18]=[C:17]([Cl:22])[CH:16]=1.C(=O)([O-])[O-].[Na+].[Na+].C1(C)C=CC=CC=1.C(O)C.O>C1C=CC([P]([Pd]([P](C2C=CC=CC=2)(C2C=CC=CC=2)C2C=CC=CC=2)([P](C2C=CC=CC=2)(C2C=CC=CC=2)C2C=CC=CC=2)[P](C2C=CC=CC=2)(C2C=CC=CC=2)C2C=CC=CC=2)(C2C=CC=CC=2)C2C=CC=CC=2)=CC=1.C1(C)C=CC=CC=1>[CH2:1]([C:4]1[CH:9]=[CH:8][C:7]([C:15]2[CH:20]=[C:19]([F:21])[CH:18]=[C:17]([Cl:22])[CH:16]=2)=[CH:6][CH:5]=1)[CH2:2][CH3:3] |f:2.3.4,5.6.7,^1:43,45,64,83|. Isolated yield 97.7%. Product: C(CC)C1=CC=C(C=C1)C1=CC(=CC(=C1)F)Cl (4-propyl-1-(3-chloro-5-fluorophenyl)benzene). The reactants are C(CC)C1=CC=C(C=C1)OB(O)O (4-propylphenylboric acid), BrC1=CC(=CC(=C1)F)Cl (1-bromo-3-chloro-5-fluorobenzene), C([O-])([O-])=O.[Na+].[Na+] (sodium carbonate), mixed solvent, C1(=CC=CC=C1)C.C(C)O.O (toluene ethanol water). Reagents/catalysts: C=1C=CC(=CC1)[P](C=2C=CC=CC2)(C=3C=CC=CC3)[Pd]([P](C=4C=CC=CC4)(C=5C=CC=CC5)C=6C=CC=CC6)([P](C=7C=CC=CC7)(C=8C=CC=CC8)C=9C=CC=CC9)[P](C=1C=CC=CC1)(C=1C=CC=CC1)C=1C=CC=CC1 (tetrakis(triphenylphosphine)palladium). Solvent: C1(=CC=CC=C1)C (toluene). Procedure: At first, 25.8 g of 4-propylphenylboric acid (S1-1), 30.0 g of 1-bromo-3-chloro-5-fluorobenzene (S1-2), 2.5 g of tetrakis(triphenylphosphine)palladium, 50.1 g of sodium carbonate and 700 ml of a mixed solvent of toluene/ethanol/water=3/3/1 (volume ratio) were added into a reactor under nitrogen atmosphere, and then the mixture was refluxed for 5 hours. Next, the reaction solution was cooled to room temperature, added with toluene and then washed with 1N hydrochloric acid and water. Then, the res... Reactants: CCCCP(=O)(OCC)C(C)(OCC)OCC, CCO, C[Si](C)(C)Cl, ClCCl. Yields the product CCCC[PH](=O)OCC. RXN SMILES: [CH2:1]([O:2][C:3]([O:4][CH2:5][CH3:6])([CH3:7])[P:9]([O:10][CH2:11][CH3:12])(=[O:13])[CH2:14][CH2:15][CH2:16][CH3:17])[CH3:8].[CH3:18][CH2:19][OH:20].[CH3:21][Si:22]([CH3:23])([CH3:24])[Cl:25].[Cl:26][CH2:27][Cl:28]>>[PH:9]([O:10][CH2:11][CH3:12])(=[O:13])[CH2:14][CH2:15][CH2:16][CH3:17]. The reactants are COC(OC)N(C)C, CCC(=O)CC(=O)c1cncnc1C. The product is CCC(=O)C(=CN(C)C)C(=O)c1cncnc1C. RXN SMILES: [CH3:1][O:2][CH:3]([N:4]([CH3:5])[CH3:6])[O:7][CH3:8].[CH3:9][c:10]1[n:11][cH:12][n:13][cH:14][c:15]1[C:16]([CH2:17][C:18]([CH2:19][CH3:20])=[O:21])=[O:22]>>[CH:3]([N:4]([CH3:5])[CH3:6])=[C:17]([C:16]([c:15]1[c:10]([CH3:9])[n:11][cH:12][n:13][cH:14]1)=[O:22])[C:18]([CH2:19][CH3:20])=[O:21]. Run in C(Cl)(Cl)Cl (chloroform). Reported procedure: 4-[(6,7-Dimethoxy-4-quinazolinyl)oxy]-2-methylaniline (50 mg) was dissolved in chloroform (3 ml), and p-fluorophenyl isocyanate (22 μl) was then added to the solution. The mixture was heated under reflux overnight. The precipitated crystal was collected by filtration and was washed to quantitatively give the title compound. Starting materials: COC=1C=C2C(=NC=NC2=CC1OC)OC1=CC(=C(N)C=C1)C (4-[(6,7-Dimethoxy-4-quinazolinyl)oxy]-2-methylaniline), FC1=CC=C(C=C1)N=C=O (p-fluorophenyl isocyanate). RXN SMILES: [CH3:1][O:2][C:3]1[CH:4]=[C:5]2[C:10](=[CH:11][C:12]=1[O:13][CH3:14])[N:9]=[CH:8][N:7]=[C:6]2[O:15][C:16]1[CH:22]=[CH:21][C:19]([NH2:20])=[C:18]([CH3:23])[CH:17]=1.[F:24][C:25]1[CH:30]=[CH:29][C:28]([N:31]=[C:32]=[O:33])=[CH:27][CH:26]=1>C(Cl)(Cl)Cl>[CH3:1][O:2][C:3]1[CH:4]=[C:5]2[C:10](=[CH:11][C:12]=1[O:13][CH3:14])[N:9]=[CH:8][N:7]=[C:6]2[O:15][C:16]1[CH:22]=[CH:21][C:19]([NH:20][C:32]([NH:31][C:28]2[CH:29]=[CH:30][C:25]([F:24])=[CH:26][CH:27]=2)=[O:33])=[C:18]([CH3:23])[CH:17]=1. Yields the product COC=1C=C2C(=NC=NC2=CC1OC)OC1=CC(=C(C=C1)NC(=O)NC1=CC=C(C=C1)F)C (N-{4-[(6,7-Dimethoxy-4-quinazolinyl)oxy]-2-methylphenyl}-N′-(4-fluorophenyl)urea).